From a dataset of the Open Reaction Database (ORD), a public repository of structured organic reaction records. describe an organic reaction: reactants, conditions, products, and yield The reactants are ClCC1=NC=C(N=C1OC)C1=CC=CC=C1 (2-chloromethyl-3-methoxy-5-phenyl-pyrazine), FC1=NC(=CC=C1)C=1NC=CN1 (2-fluoro-6-(1H-imidazol-2-yl)-pyridine), C(=O)([O-])[O-].[K+].[K+] (K2CO3). Solvent: CN(C)C=O (DMF). Conditions: temperature 45 celsius, time 16 hour. Yields the product FC1=CC=CC(=N1)C=1N(C=CN1)CC1=NC=C(N=C1OC)C1=CC=CC=C1 (2-[2-(6-fluoro-pyridin-2-yl)-imidazol-1-ylmethyl]-3-methoxy-5-phenyl-pyrazine). The yield is 85.7%. As a reaction SMILES: Cl[CH2:2][C:3]1[C:8]([O:9][CH3:10])=[N:7][C:6]([C:11]2[CH:16]=[CH:15][CH:14]=[CH:13][CH:12]=2)=[CH:5][N:4]=1.[F:17][C:18]1[CH:23]=[CH:22][CH:21]=[C:20]([C:24]2[NH:25][CH:26]=[CH:27][N:28]=2)[N:19]=1.C([O-])([O-])=O.[K+].[K+]>CN(C=O)C>[F:17][C:18]1[N:19]=[C:20]([C:24]2[N:28]([CH2:2][C:3]3[C:8]([O:9][CH3:10])=[N:7][C:6]([C:11]4[CH:16]=[CH:15][CH:14]=[CH:13][CH:12]=4)=[CH:5][N:4]=3)[CH:27]=[CH:26][N:25]=2)[CH:21]=[CH:22][CH:23]=1 |f:2.3.4|. Reported procedure: A mixture of 2-chloromethyl-3-methoxy-5-phenyl-pyrazine (70 mg, 0.30 mmol), 2-fluoro-6-(1H-imidazol-2-yl)-pyridine (48 mg, 0.294 mmol) and K2CO3 (123 mg, 0.9 mmol) in DMF (5 mL) is stirred at 45° C. for 16 hours. On cooling, the reaction is quenched with saturated NH4Cl (2 mL) and extracted with DCM (3×10 mL). The combined organic layers are dried and solvent removed. PTLC separation (10% MeOH in DCM) gives 91 mg of 2-[2-(6-fluoro-pyridin-2-yl)-imidazol-1-ylmethyl]-3-methoxy-5-phenyl-pyrazine as... The reactants are COC1=CC=C(C(C=O)=C1)O (5-methoxysalicylaldehyde), [H-].[H-].[H-].[H-].[Li+].[Al+3] (LiAlH4), Cl (HCl), [H-].[H-].[H-].[H-].[Li+].[Al+3] (LiAlH4). The solvent is CCOCC (ether), CCOCC (ether), CCOCC (ether). Conditions: time 2 hour. Product: OCC1=C(C=CC(=C1)OC)O (2-hydroxymethyl-4-methoxyphenol). Isolated yield 77.0%. RXN SMILES: [CH3:1][O:2][C:3]1[CH:10]=[C:7]([CH:8]=[O:9])[C:6]([OH:11])=[CH:5][CH:4]=1.[H-].[H-].[H-].[H-].[Li+].[Al+3].Cl>CCOCC>[OH:9][CH2:8][C:7]1[CH:10]=[C:3]([O:2][CH3:1])[CH:4]=[CH:5][C:6]=1[OH:11] |f:1.2.3.4.5.6|. Procedure details: Under ice cooling, the solution of 5-methoxysalicylaldehyde (5 g) in ether (20 ml) was slowly added dropwise to the suspension of LiAlH4 (0.75 g) in ether (50 ml). After stirring at room temperature for 2 hours, another addition of LiAlH4 (0.5 g) was carried out under ice cooling, with subsequent stirring at room temperature for 30 minutes. To the reaction solution was added ice carefully, followed by sequential addition of 1N HCl and ether. After filtering off insoluble materials using Celite™,... Reaction SMILES: [CH3:58][CH2:59][O:60][CH2:61][CH3:62].[O:46]=[C:47]([O:48][CH2:49][CH3:50])[N:51]=[N:52][C:53]([O:54][CH2:55][CH3:56])=[O:57].[OH:15][CH:16]([CH3:17])[CH2:18][CH2:19][C:20]([CH2:21][CH2:22][CH2:23][CH:24]=[CH2:25])=[O:26].[OH:1][c:2]1[c:3]([C:4](=[O:5])[OH:6])[c:7]([O:13][CH3:14])[cH:8][c:9]([O:11][CH3:12])[cH:10]1.[c:27]1([P:28]([c:29]2[cH:30][cH:31][cH:32][cH:33][cH:34]2)[c:35]2[cH:36][cH:37][cH:38][cH:39][cH:40]2)[cH:41][cH:42][cH:43][cH:44][cH:45]1>>[OH:1][c:2]1[c:3]([C:4]([O:5][CH:16]([CH3:17])[CH2:18][CH2:19][C:20]([CH2:21][CH2:22][CH2:23][CH:24]=[CH2:25])=[O:26])=[O:6])[c:7]([O:13][CH3:14])[cH:8][c:9]([O:11][CH3:12])[cH:10]1. The product is C=CCCCC(=O)CCC(C)OC(=O)c1c(O)cc(OC)cc1OC. Starting materials: CCOCC, CCOC(=O)N=NC(=O)OCC, C=CCCCC(=O)CCC(C)O, COc1cc(O)c(C(=O)O)c(OC)c1, c1ccc(P(c2ccccc2)c2ccccc2)cc1. Reaction SMILES: [NH2:1][CH:2]([CH:6]1[CH2:8][CH2:7]1)[C:3]([OH:5])=[O:4].[OH-].[Na+].[C:11](OC(=O)C)(=[O:13])[CH3:12]>O>[C:11]([NH:1][CH:2]([CH:6]1[CH2:8][CH2:7]1)[C:3]([OH:5])=[O:4])(=[O:13])[CH3:12] |f:1.2|. Reaction conditions: time 0.75 hour. The solvent is O (water). The reactants are C(C)(=O)OC(C)=O (acetic anhydride), NC(C(=O)O)C1CC1 (α-aminocyclopropyl acetic acid), [OH-].[Na+] (sodium hydroxide). Product: C(C)(=O)NC(C(=O)O)C1CC1 (α-acetamidocyclopropyl acetic acid), methine. Isolated yield 8.9%. Procedure details: DL-α-aminocyclopropyl acetic acid (29.4 g.) was added with stirring to a solution of sodium hydroxide (20.9 g.) in distilled water (140 ml.). The solution became homogeneous, was cooled to ca. 5° and acetic anhydride (53 g.) was added dropwise over a period of 1.5. hr. whilst maintaining the temperature below 20°. The pH of the solution was adjusted to 3.0 after stirring for a further 0.75 hr., and was then extracted with chloroform: n-propanol, 3:1 (7×100 ml.) and the combined extracts evaporat... The reactants are CC(O)=S, CCOC(=O)Cn1cncc1C=C1CN(C(c2ccccc2)(c2ccccc2)c2ccccc2)CCC1O, CN(C)C(OCC(C)(C)C)OCC(C)(C)C, Cc1ccccc1, CCOC(C)=O. The product is CCOC(=O)Cn1cncc1C=C1CN(C(c2ccccc2)(c2ccccc2)c2ccccc2)CCC1SC(C)=O. Reaction SMILES: [C:55]([CH3:56])(=[S:57])[OH:58].[CH2:1]([CH3:2])[O:3][C:4](=[O:5])[CH2:6][n:7]1[cH:8][n:9][cH:10][c:11]1[CH:12]=[C:13]1[CH2:14][N:15]([C:20]([c:21]2[cH:22][cH:23][cH:24][cH:25][cH:26]2)([c:27]2[cH:28][cH:29][cH:30][cH:31][cH:32]2)[c:33]2[cH:34][cH:35][cH:36][cH:37][cH:38]2)[CH2:16][CH2:17][CH:18]1[OH:19].[CH2:39]([O:40][CH:41]([O:42][CH2:43][C:44]([CH3:45])([CH3:46])[CH3:47])[N:48]([CH3:49])[CH3:50])[C:51]([CH3:52])([CH3:53])[CH3:54].[CH3:59][c:60]1[cH:61][cH:62][cH:63][cH:64][cH:65]1.[CH3:66][CH2:67][O:68][C:69](=[O:70])[CH3:71]>>[CH2:1]([CH3:2])[O:3][C:4](=[O:5])[CH2:6][n:7]1[cH:8][n:9][cH:10][c:11]1[CH:12]=[C:13]1[CH2:14][N:15]([C:20]([c:21]2[cH:22][cH:23][cH:24][cH:25][cH:26]2)([c:27]2[cH:28][cH:29][cH:30][cH:31][cH:32]2)[c:33]2[cH:34][cH:35][cH:36][cH:37][cH:38]2)[CH2:16][CH2:17][CH:18]1[S:57][C:55]([CH3:56])=[O:58]. Starting materials: C(#N)[C@@H]1CC[C@H](CC1)C(=O)O (trans-4-cyanocyclohexane-1-carboxylic acid), O.N (ammonia water), Cl (hydrochloric acid). Reagents/catalysts: [Ni] (Raney nickel). The solvent is CO (methanol). Yields the product Cl.NC[C@@H]1CC[C@H](CC1)C(=O)O (trans-4-aminomethyl-cyclohexane-1-carboxylic acid hydrochloride). Reaction SMILES: [C:1]([C@H:3]1[CH2:8][CH2:7][C@H:6]([C:9]([OH:11])=[O:10])[CH2:5][CH2:4]1)#[N:2].O.N.[ClH:14]>[Ni].CO>[ClH:14].[NH2:2][CH2:1][C@H:3]1[CH2:4][CH2:5][C@H:6]([C:9]([OH:11])=[O:10])[CH2:7][CH2:8]1 |f:1.2,6.7|. Procedure: In order to carry out the reaction advantageously on an industrial scale, trans-4-cyanocyclohexane-1-carboxylic acid is hydrogenated at a room temperature under pressure in a hydrous methanol made alkaline by the addition of ammonia water in the presence of Raney nickel, and then the catalyst is filtered and the solvent is removed by distillation. When lower alkyl trans-4-cyanocyclohexane-1-carboxylate is used as a starting material, it is subjected to the same reaction and treatment as above, a... Reactants: CCOC(C)=O, O=C(OO)c1cccc(Cl)c1, ClCCl, COc1ncc(Nc2ncc(C=C(C)C)cc2-c2nc(C)nc(N)n2)cc1F. The product is COc1ncc(Nc2ncc(C3OC3(C)C)cc2-c2nc(C)nc(N)n2)cc1F. As a reaction SMILES: [CH3:43][CH2:44][O:45][C:46]([CH3:47])=[O:48].[Cl:29][c:30]1[cH:31][c:32]([C:37](=[O:34])[O:38][OH:39])[cH:33][cH:35][cH:36]1.[Cl:40][CH2:41][Cl:42].[F:1][c:2]1[cH:3][c:4]([NH:10][c:11]2[n:12][cH:13][c:14]([CH:25]=[C:26]([CH3:27])[CH3:28])[cH:15][c:16]2-[c:17]2[n:18][c:19]([NH2:24])[n:20][c:21]([CH3:23])[n:22]2)[cH:5][n:6][c:7]1[O:8][CH3:9]>>[F:1][c:2]1[cH:3][c:4]([NH:10][c:11]2[n:12][cH:13][c:14]([CH:25]3[C:26]([CH3:27])([CH3:28])[O:34]3)[cH:15][c:16]2-[c:17]2[n:18][c:19]([NH2:24])[n:20][c:21]([CH3:23])[n:22]2)[cH:5][n:6][c:7]1[O:8][CH3:9].